From a dataset of the Open Reaction Database (ORD), a public repository of structured organic reaction records. describe an organic reaction: reactants, conditions, products, and yield The product is COc1cccc2c1CC1(CCCCC1)C2=O. As a reaction SMILES: [Br:13][CH2:14][CH2:15][CH2:16][CH2:17][CH2:18][Br:19].[CH3:1][O:2][c:3]1[c:4]2[c:8]([cH:9][cH:10][cH:11]1)[C:7](=[O:12])[CH2:6][CH2:5]2.[ClH:21].[OH2:20].[cH:22]1[cH:23][cH:24][cH:25][cH:26][cH:27]1>>[CH3:1][O:2][c:3]1[c:4]2[c:8]([cH:9][cH:10][cH:11]1)[C:7](=[O:12])[C:6]1([CH2:5]2)[CH2:14][CH2:15][CH2:16][CH2:17][CH2:18]1. Reactants: BrCCCCCBr, COc1cccc2c1CCC2=O, Cl, O, c1ccccc1.